From a dataset of the Open Reaction Database (ORD), a public repository of structured organic reaction records. describe an organic reaction: reactants, conditions, products, and yield Reactants: CC(=O)OC(C)=O, CCO, O=Cc1ccccc1, CC(C)(S)C(N)C(=O)O, O. The product is CC(=O)N1C(c2ccccc2)SC(C)(C)C1C(=O)O. Reaction SMILES: [CH3:18][C:19](=[O:20])[O:21][C:22](=[O:23])[CH3:24].[CH3:25][CH2:26][OH:27].[CH:1](=[O:2])[c:3]1[cH:4][cH:5][cH:6][cH:7][cH:8]1.[NH2:9][CH:10]([C:11]([CH3:12])([CH3:13])[SH:14])[C:15](=[O:16])[OH:17].[OH2:28]>>[CH:1]1([c:3]2[cH:4][cH:5][cH:6][cH:7][cH:8]2)[N:9]([C:19]([CH3:18])=[O:20])[CH:10]([C:15](=[O:16])[OH:17])[C:11]([CH3:12])([CH3:13])[S:14]1. The reactants are C(C)C1C(CC(C(C(OC(C2CCCCN2C(C(C2(C(CC(C(C(CC(CC(=C1)C)C)OC)O2)OC)C)O)=O)=O)=O)C(=CC2CC(C(CC2)O)OC)C)C)O)=O (17-ethyl-1,14-dihydroxy-12-[2'-(4"-hydroxy-3"-methoxycyclohexyl)-1'-methylvinyl]-23,25-dimethoxy-13,19,21,27-tetramethyl-11,28-dioxa-4-azatricyclo[22.3.1.04,9 ]octacos-18-ene-2,3,10,16-tetraone), ClC(C(OCC=C)=N)(Cl)Cl (allyl trichloroacetimidate), FC(S(=O)(=O)O)(F)F (Trifluoromethanesulfonic acid). The product is C(C)C1C(CC(C(C(OC(C2CCCCN2C(C(C2(C(CC(C(C(CC(CC(=C1)C)C)OC)O2)OC)C)O)=O)=O)=O)C(=CC2CC(C(CC2)OCC=C)OC)C)C)O)=O (17-Ethyl-1,14-dihydroxy-12-[2'-(4"-allyloxy-3"-methoxycyclohexyl)-1'-methylvinyl]-23,25-dimethoxy-13,19,21,27-tetramethyl-11,28-dioxa-4-azatricyclo-[22.3.1.04,9 ]octacos-18-ene-2,3,10,16-tetraone). Reaction SMILES: [CH2:1]([CH:3]1[CH:29]=[C:28]([CH3:30])[CH2:27][CH:26]([CH3:31])[CH2:25][CH:24]([O:32][CH3:33])[CH:23]2[O:34][C:19]([OH:38])([CH:20]([CH3:37])[CH2:21][CH:22]2[O:35][CH3:36])[C:18](=[O:39])[C:17](=[O:40])[N:16]2[CH:11]([CH2:12][CH2:13][CH2:14][CH2:15]2)[C:10](=[O:41])[O:9][CH:8]([C:42]([CH3:53])=[CH:43][CH:44]2[CH2:49][CH2:48][CH:47]([OH:50])[CH:46]([O:51][CH3:52])[CH2:45]2)[CH:7]([CH3:54])[CH:6]([OH:55])[CH2:5][C:4]1=[O:56])[CH3:2].ClC(Cl)(Cl)C(=N)O[CH2:61][CH:62]=[CH2:63].FC(F)(F)S(O)(=O)=O>>[CH2:1]([CH:3]1[CH:29]=[C:28]([CH3:30])[CH2:27][CH:26]([CH3:31])[CH2:25][CH:24]([O:32][CH3:33])[CH:23]2[O:34][C:19]([OH:38])([CH:20]([CH3:37])[CH2:21][CH:22]2[O:35][CH3:36])[C:18](=[O:39])[C:17](=[O:40])[N:16]2[CH:11]([CH2:12][CH2:13][CH2:14][CH2:15]2)[C:10](=[O:41])[O:9][CH:8]([C:42]([CH3:53])=[CH:43][CH:44]2[CH2:49][CH2:48][CH:47]([O:50][CH2:63][CH:62]=[CH2:61])[CH:46]([O:51][CH3:52])[CH2:45]2)[CH:7]([CH3:54])[CH:6]([OH:55])[CH2:5][C:4]1=[O:56])[CH3:2]. Procedure details: To a solution of 17-ethyl-1,14-dihydroxy-12-[2'-(4"-hydroxy-3"-methoxycyclohexyl)-1'-methylvinyl]-23,25-dimethoxy-13,19,21,27-tetramethyl-11,28-dioxa-4-azatricyclo[22.3.1.04,9 ]octacos-18-ene-2,3,10,16-tetraone (200 mg in 3.0 ml 33% methylene chloride in cyclohexane), allyl trichloroacetimidate (88 μl neat) was added and the reagents allowed to mix for 5 minutes. Trifluoromethanesulfonic acid (4.5 μl neat) was added slowly via syringe and the mixture stirred at room temperature. After 18 hours t... The reactants are [Li+].C[Si](C)(C)[N-][Si](C)(C)C (LHMDS), NC=1C=CC(=NC1)Cl (5-amino-2-chloropyridine), FC1=NC=CC=C1C1=NC(=NC(=N1)C)N(CC1=CC=C(C=C1)OC)CC1=CC=C(C=C1)OC (4-(2-fluoropyridin-3-yl)-N,N-bis(4-methoxybenzyl)-6-methyl-1,3,5-triazin-2-amine), NC=1C=CC(=NC1)Cl (5-amino-2-chloropyridine), [Li+].C[Si](C)(C)[N-][Si](C)(C)C (LHMDS), Cl (HCl). Run in C1CCOC1 (THF), C1CCOC1 (THF), CCOC(=O)C (EtOAc), O (water). Conditions: temperature 50 celsius, time 1.5 hour. Yields the product ClC1=CC=C(C=N1)NC1=NC=CC=C1C1=NC(=NC(=N1)C)N(CC1=CC=C(C=C1)OC)CC1=CC=C(C=C1)OC (4-(2-(6-Chloropyridin-3-Ylamino)Pyridin-3-yl)-N,N-Bis(4-Methoxybenzyl)-6-Methyl-1,3,5-Triazin-2-Amine). Isolated yield 70.2%. RXN SMILES: [Li+].C[Si]([N-][Si](C)(C)C)(C)C.[NH2:11][C:12]1[CH:13]=[CH:14][C:15]([Cl:18])=[N:16][CH:17]=1.F[C:20]1[C:25]([C:26]2[N:31]=[C:30]([CH3:32])[N:29]=[C:28]([N:33]([CH2:43][C:44]3[CH:49]=[CH:48][C:47]([O:50][CH3:51])=[CH:46][CH:45]=3)[CH2:34][C:35]3[CH:40]=[CH:39][C:38]([O:41][CH3:42])=[CH:37][CH:36]=3)[N:27]=2)=[CH:24][CH:23]=[CH:22][N:21]=1.Cl>C1COCC1.CCOC(C)=O.O>[Cl:18][C:15]1[N:16]=[CH:17][C:12]([NH:11][C:20]2[C:25]([C:26]3[N:31]=[C:30]([CH3:32])[N:29]=[C:28]([N:33]([CH2:34][C:35]4[CH:36]=[CH:37][C:38]([O:41][CH3:42])=[CH:39][CH:40]=4)[CH2:43][C:44]4[CH:45]=[CH:46][C:47]([O:50][CH3:51])=[CH:48][CH:49]=4)[N:27]=3)=[CH:24][CH:23]=[CH:22][N:21]=2)=[CH:13][CH:14]=1 |f:0.1|. Procedure: 1.0 M LHMDS in THF (600 μL, 0.600 mmol) was added to a solution of 5-amino-2-chloropyridine (49 mg, 0.381 mmol) and 4-(2-fluoropyridin-3-yl)-N,N-bis(4-methoxybenzyl)-6-methyl-1,3,5-triazin-2-amine (80 mg, 0.180 mmol) in THF (4 mL) under nitrogen at rt. A dark orange mixture formed. After 1.5 h, the mixture was heated to about 50° C. After overnight, more 5-amino-2-chloropyridine (49 mg, 0.381 mmol) and LHMDS (600 μL, 0.600 mmol) were added. The reaction mixture was heated for another 2 h and coo... Starting materials: O (Water), COC(C1=CC(C(=O)OC)=CC(=C1)O)=O (5-hydroxyisophthalic acid dimethyl ester), ClCC(=O)N (chloroacetamide), C([O-])([O-])=O.[K+].[K+] (potassium carbonate). Run in CN(C)C=O (DMF). Reaction conditions: time 2 day. The product is COC(C1=CC(C(=O)OC)=CC(=C1)OCC(N)=O)=O (5-carbamoylmethoxyisophthalic acid dimethyl ester). As a reaction SMILES: [CH3:1][O:2][C:3](=[O:15])[C:4]1[CH:13]=[C:12]([OH:14])[CH:11]=[C:6]([C:7]([O:9][CH3:10])=[O:8])[CH:5]=1.Cl[CH2:17][C:18]([NH2:20])=[O:19].C(=O)([O-])[O-].[K+].[K+].O>CN(C=O)C>[CH3:10][O:9][C:7](=[O:8])[C:6]1[CH:11]=[C:12]([O:14][CH2:17][C:18](=[O:19])[NH2:20])[CH:13]=[C:4]([C:3]([O:2][CH3:1])=[O:15])[CH:5]=1 |f:2.3.4|. Procedure: To a mixture of 5-hydroxyisophthalic acid dimethyl ester (500 mg, 2.38 mmol) and chloroacetamide (245 mg, 2.62 mmol) in DMF (7 mL) is added potassium carbonate (986 mg, 7.14 mmol) and the mixture is stirred at room temperature for 2 days. Water is added to the mixture and then it is extracted with ethyl acetate. The organic phase is washed with water and brine and is dried over sodium sulfate. The organic solution is concentrated to one fourth volume to give a precipitate. The solid is filtered,... The reactants are N1(N=NC2=C1C=CC=C2)C2=NC(=NC=C2)NC2CNCCC2 ((4-benzotriazol-1-yl-pyrimidin-2-yl)-piperidin-3-ylamine), CS(=O)(=O)Cl (methanesulfonyl chloride), TEA. Reaction SMILES: [N:1]1([C:10]2[CH:15]=[CH:14][N:13]=[C:12]([NH:16][CH:17]3[CH2:22][CH2:21][CH2:20][NH:19][CH2:18]3)[N:11]=2)[C:5]2[CH:6]=[CH:7][CH:8]=[CH:9][C:4]=2[N:3]=[N:2]1.[CH3:23][S:24](Cl)(=[O:26])=[O:25]>C(Cl)Cl>[N:1]1([C:10]2[CH:15]=[CH:14][N:13]=[C:12]([NH:16][CH:17]3[CH2:22][CH2:21][CH2:20][N:19]([S:24]([CH3:23])(=[O:26])=[O:25])[CH2:18]3)[N:11]=2)[C:5]2[CH:6]=[CH:7][CH:8]=[CH:9][C:4]=2[N:3]=[N:2]1. Procedure: To DCM (8 mL) was added (4-benzotriazol-1-yl-pyrimidin-2-yl)-piperidin-3-ylamine (0.15 g), methanesulfonyl chloride (35 μL) and TEA (0.285 mL), and the mixture stirred at RT. The product was purified by column chromatography on silica, using 100% DCM to 15% MeOH/DCM, then recrystallized from EtOAc to provide (4-benzotriazol-1-yl-pyrimidin-2-yl)-(1-methanesulfonyl-piperidin-3-yl)-amine. Mp=196.0-197.0° C., 1H nmr (300 MHz, DMSO-d6): δ ppm 1.40-1.76 (m, 2H), 1.78-2.14 (m, 2H), 2.72-2.86 (m, 2H), 2... The product is N1(N=NC2=C1C=CC=C2)C2=NC(=NC=C2)NC2CN(CCC2)S(=O)(=O)C ((4-benzotriazol-1-yl-pyrimidin-2-yl)-(1-methanesulfonyl-piperidin-3-yl)-amine). Solvent: C(Cl)Cl (DCM).